Task: describe an organic reaction: reactants, conditions, products, and yield. Dataset: the Open Reaction Database (ORD), a public repository of structured organic reaction records Starting materials: BrCC(=O)OC (methyl bromoacetate), C([O-])([O-])=O.[K+].[K+] (potassium carbonate), [I-].[K+] (potassium iodide), C(C)C(CC)(C1=CC2=C(S1)C=C(C=C2)OC)C2=CC(=C(C=C2)O)C (4-[1-ethyl-1-(6-methoxy-benzo[b]thiophen-2-yl)-propyl]-2-methyl-phenol). Solvent: C(C)#N (acetonitrile). Yields the product COC(COC1=C(C=C(C=C1)C(CC)(C1=CC2=C(S1)C=C(C=C2)OC)CC)C)=O ({4-[1-Ethyl-1-(6-methoxy-benzo[b]thiophen-2-yl)-propyl]-2-methyl-phenoxy}-acetic acid methyl ester). Yield: 48.9%. RXN SMILES: [CH2:1]([C:3]([C:17]1[CH:22]=[CH:21][C:20]([OH:23])=[C:19]([CH3:24])[CH:18]=1)([C:6]1[S:10][C:9]2[CH:11]=[C:12]([O:15][CH3:16])[CH:13]=[CH:14][C:8]=2[CH:7]=1)[CH2:4][CH3:5])[CH3:2].Br[CH2:26][C:27]([O:29][CH3:30])=[O:28].C(=O)([O-])[O-].[K+].[K+].[I-].[K+]>C(#N)C>[CH3:30][O:29][C:27](=[O:28])[CH2:26][O:23][C:20]1[CH:21]=[CH:22][C:17]([C:3]([CH2:4][CH3:5])([C:6]2[S:10][C:9]3[CH:11]=[C:12]([O:15][CH3:16])[CH:13]=[CH:14][C:8]=3[CH:7]=2)[CH2:1][CH3:2])=[CH:18][C:19]=1[CH3:24] |f:2.3.4,5.6|. Reported procedure: To a mixture of 4-[1-ethyl-1-(6-methoxy-benzo[b]thiophen-2-yl)-propyl]-2-methyl-phenol (2.53 g, 7.43 mmol) and acetonitrile (25 mL) is added methyl bromoacetate (0.84 mL, 8.92 mmol), powdered potassium carbonate (4.10 g, 29.72 mmol), and potassium iodide (0.12 g, 0.74 mmol). The resulting slurry is stirred at reflux temperature for 2 h, filtered, and concentrated. The residue is dissolved in diethyl ether (100 mL), washed with water (75 ml), brine (75 mL), dried over MgSO4, filtered, and concent... Yields the product C(C1=CC=CC=C1)OC=1C=2N(C=CC1)C(=CN2)Br (8-benzyloxy-3-bromo-imidazo[1,2-a]pyridine). The solvent is CCO (EtOH), O (water), [OH-].[Na+] (NaOH). Starting materials: C(C1=CC=CC=C1)OC=1C=2N(C=CC1)C=CN2 (8-benzyloxy-imidazo[1,2-a]pyridine), BrBr (Br2). Reaction SMILES: [CH2:1]([O:8][C:9]1[C:10]2[N:11]([CH:15]=[CH:16][N:17]=2)[CH:12]=[CH:13][CH:14]=1)[C:2]1[CH:7]=[CH:6][CH:5]=[CH:4][CH:3]=1.[Br:18]Br>CCO.O.[OH-].[Na+]>[CH2:1]([O:8][C:9]1[C:10]2[N:11]([C:15]([Br:18])=[CH:16][N:17]=2)[CH:12]=[CH:13][CH:14]=1)[C:2]1[CH:3]=[CH:4][CH:5]=[CH:6][CH:7]=1 |f:4.5|. Reported procedure: To a solution of 8-benzyloxy-imidazo[1,2-a]pyridine (25.46 g) in EtOH (250 mL) was added Br2 (7.03 mL) in water (7 mL) dropwise at RT. The resulting dark orange suspension was stirred at RT for 1 h. The reaction mixture was diluted with NaOH (90 mL, 1 N) and extracted with DCM. The organic layer was dried over Na2SO4, filtered, and concentrated. The product crashed in the column and tubing during attempted purification. Recovered product provided 8-benzyloxy-3-bromo-imidazo[1,2-a]pyridine (21 g)... Conditions: time 1 hour. Reactants: O=c1[nH]c2ccccc2n1CCCBr, O=C([O-])[O-], CC(=O)CC(C)C, OC(c1ccc(F)cc1)(c1ccc(F)cc1)C1CCNCC1, [I-], [Na+], [Na+], [Na+]. Product: O=c1[nH]c2ccccc2n1CCCN1CCC(C(O)(c2ccc(F)cc2)c2ccc(F)cc2)CC1. As a reaction SMILES: [Br:23][CH2:24][CH2:25][CH2:26][n:27]1[c:28](=[O:36])[nH:29][c:30]2[c:31]1[cH:32][cH:33][cH:34][cH:35]2.[C:37](=[O:38])([O-:39])[O-:40].[CH2:45]([C:46]([CH3:47])=[O:48])[CH:49]([CH3:50])[CH3:51].[F:1][c:2]1[cH:3][cH:4][c:5]([C:8]([CH:9]2[CH2:10][CH2:11][NH:12][CH2:13][CH2:14]2)([OH:15])[c:16]2[cH:17][cH:18][c:19]([F:22])[cH:20][cH:21]2)[cH:6][cH:7]1.[I-:43].[Na+:41].[Na+:42].[Na+:44]>>[F:1][c:2]1[cH:3][cH:4][c:5]([C:8]([CH:9]2[CH2:10][CH2:11][N:12]([CH2:24][CH2:25][CH2:26][n:27]3[c:28](=[O:36])[nH:29][c:30]4[c:31]3[cH:32][cH:33][cH:34][cH:35]4)[CH2:13][CH2:14]2)([OH:15])[c:16]2[cH:17][cH:18][c:19]([F:22])[cH:20][cH:21]2)[cH:6][cH:7]1. The reactants are C(C1=CC=CC=C1)OC(=O)CC(OC(N)=O)OC(C1=CC(=C(C=C1)NC(=O)[C@@H]1N[C@H]([C@]([C@H]1C1=C(C(=CC=C1)Cl)F)(C#N)C1=C(C=C(C=C1)Cl)F)CC(C)(C)C)OC)=O (4-{[(2R,3S,4R,5S)-3-(3-chloro-2-fluoro-phenyl)-4-(4-chloro-2-fluoro-phenyl)-4-cyano-5-(2,2-dimethyl-propyl)-pyrrolidine-2-carbonyl]-amino}-3-methoxy-benzoic acid benzyloxycarbonylmethyl-carbamoyloxymethyl ester), [H][H] (hydrogen). Reagents/catalysts: [Pd] (palladium on carbon). Run in C(C)(=O)OCC (ethyl acetate). The product is ClC=1C(=C(C=CC1)[C@H]1[C@@H](N[C@H]([C@]1(C#N)C1=C(C=C(C=C1)Cl)F)CC(C)(C)C)C(=O)NC1=C(C=C(C(=O)OCOC(=O)NCC(=O)O)C=C1)OC)F (2-(((4-((2R,3S,4R,5S)-3-(3-chloro-2-fluorophenyl)-4-(4-chloro-2-fluorophenyl)-4-cyano-5-neopentylpyrrolidine-2-carboxamido)-3-methoxybenzoyloxy)methoxy)-carbonylamino)acetic acid). Reaction SMILES: C(OC(C[CH:12]([O:17][C:18](=[O:58])[C:19]1[CH:24]=[CH:23][C:22]([NH:25][C:26]([C@H:28]2[C@H:32]([C:33]3[CH:38]=[CH:37][CH:36]=[C:35]([Cl:39])[C:34]=3[F:40])[C@:31]([C:43]3[CH:48]=[CH:47][C:46]([Cl:49])=[CH:45][C:44]=3[F:50])([C:41]#[N:42])[C@H:30]([CH2:51][C:52]([CH3:55])([CH3:54])[CH3:53])[NH:29]2)=[O:27])=[C:21]([O:56][CH3:57])[CH:20]=1)[O:13][C:14](=[O:16])[NH2:15])=O)C1C=CC=CC=1.[H][H]>C(OCC)(=O)C.[Pd]>[Cl:39][C:35]1[C:34]([F:40])=[C:33]([C@@H:32]2[C@:31]([C:43]3[CH:48]=[CH:47][C:46]([Cl:49])=[CH:45][C:44]=3[F:50])([C:41]#[N:42])[C@H:30]([CH2:51][C:52]([CH3:55])([CH3:53])[CH3:54])[NH:29][C@H:28]2[C:26]([NH:25][C:22]2[CH:23]=[CH:24][C:19]([C:18]([O:17][CH2:12][O:13][C:14]([NH:15][CH2:19][C:18]([OH:58])=[O:17])=[O:16])=[O:58])=[CH:20][C:21]=2[O:56][CH3:57])=[O:27])[CH:38]=[CH:37][CH:36]=1. Procedure details: In a manner similar to the method described in Example 24, a solution of 4-{[(2R,3S,4R,5S)-3-(3-chloro-2-fluoro-phenyl)-4-(4-chloro-2-fluoro-phenyl)-4-cyano-5-(2,2-dimethyl-propyl)-pyrrolidine-2-carbonyl]-amino}-3-methoxy-benzoic acid benzyloxycarbonylmethyl-carbamoyloxymethyl ester (Example 29) in ethyl acetate was treated with 10% palladium on carbon under 1 atm of hydrogen to give 2-(((4-((2R,3S,4R,5S)-3-(3-chloro-2-fluorophenyl)-4-(4-chloro-2-fluorophenyl)-4-cyano-5-neopentylpyrrolidine-2-ca...